This data is from the Open Reaction Database (ORD), a public repository of structured organic reaction records. The task is: describe an organic reaction: reactants, conditions, products, and yield Reactants: COC(=O)C=1C(=NC2=CC=C(C=C2C1Cl)Cl)C(C)C (4,6-dichloro-2-isopropyl-quinoline-3-carboxylic acid methyl ester), C(C)OC=1C=C(C=CC1)B(O)O (3-ethoxyphenylboronic acid), liquid. The product is COC(=O)C=1C(=NC2=CC=C(C=C2C1C1=CC(=CC=C1)OCC)Cl)C(C)C (6-Chloro-4-(3-ethoxy-phenyl)-2-isopropyl-quinoline-3-carboxylic acid methyl ester). Reaction SMILES: [CH3:1][O:2][C:3]([C:5]1[C:6]([CH:17]([CH3:19])[CH3:18])=[N:7][C:8]2[C:13]([C:14]=1Cl)=[CH:12][C:11]([Cl:16])=[CH:10][CH:9]=2)=[O:4].[CH2:20]([O:22][C:23]1[CH:24]=[C:25](B(O)O)[CH:26]=[CH:27][CH:28]=1)[CH3:21]>>[CH3:1][O:2][C:3]([C:5]1[C:6]([CH:17]([CH3:19])[CH3:18])=[N:7][C:8]2[C:13]([C:14]=1[C:27]1[CH:26]=[CH:25][CH:24]=[C:23]([O:22][CH2:20][CH3:21])[CH:28]=1)=[CH:12][C:11]([Cl:16])=[CH:10][CH:9]=2)=[O:4]. Reported procedure: The title compound was prepared in analogy to example 20 step C from 4,6-dichloro-2-isopropyl-quinoline-3-carboxylic acid methyl ester (prepared as described in example 31 step A, 200 mg, 0.67 mmol) and 3-ethoxyphenylboronic acid (72 mg, 0.54 mmol). Sticky liquid (105 mg, 41%). LC-MS: 384 (M+H)+. The reactants are C1CCOC1, CC(C)(C)OC(=O)NC(CC1CCCCC1)C(=O)NCC(F)(F)F. Yields the product CC(C)(C)OC(=O)NC(CNCC(F)(F)F)CC1CCCCC1. As a reaction SMILES: [CH2:25]1[O:26][CH2:27][CH2:28][CH2:29]1.[F:1][C:2]([CH2:3][NH:4][C:5](=[O:6])[CH:7]([CH2:8][CH:9]1[CH2:10][CH2:11][CH2:12][CH2:13][CH2:14]1)[NH:15][C:16]([O:17][C:18]([CH3:19])([CH3:20])[CH3:21])=[O:22])([F:23])[F:24]>>[F:1][C:2]([CH2:3][NH:4][CH2:5][CH:7]([CH2:8][CH:9]1[CH2:10][CH2:11][CH2:12][CH2:13][CH2:14]1)[NH:15][C:16]([O:17][C:18]([CH3:19])([CH3:20])[CH3:21])=[O:22])([F:23])[F:24]. Starting materials: C(C)OC(=O)C=1C=NN(C1)C1=NC2=CC(=CC=C2C(N1COCCOC)=O)I (1-[7-iodo-3-(2-methoxy-ethoxymethyl)-4-oxo-3,4-dihydro-quinazolin-2-yl]-1H-pyrazole-4-carboxylic acid ethyl ester), ClC1=C(C=CC=C1)B(O)O (2-chlorophenylboronic acid), O=C1NC(=NC2=CC(=CC=C12)C1=CC=CC=C1)N1N=CC(=C1)C(=O)O (1-(4-oxo-7-phenyl-3,4-dihydro-quinazolin-2-yl)-1H-pyrazole-4-carboxylic acid), product. Product: ClC1=C(C=CC=C1)C1=CC=C2C(NC(=NC2=C1)N1N=CC(=C1)C(=O)O)=O (1-[7-(2-Chloro-phenyl)-4-oxo-3,4-dihydro-quinazolin-2-yl]-1H-pyrazole-4-carboxylic acid). Reaction SMILES: C([O:3][C:4]([C:6]1[CH:7]=[N:8][N:9]([C:11]2[N:20](COCCOC)[C:19](=[O:27])[C:18]3[C:13](=[CH:14][C:15](I)=[CH:16][CH:17]=3)[N:12]=2)[CH:10]=1)=[O:5])C.O=C1C2C(=CC(C3C=CC=CC=3)=CC=2)N=C(N2C=C(C(O)=O)C=N2)N1.[Cl:54][C:55]1[CH:60]=[CH:59][CH:58]=[CH:57][C:56]=1B(O)O>>[Cl:54][C:55]1[CH:60]=[CH:59][CH:58]=[CH:57][C:56]=1[C:15]1[CH:14]=[C:13]2[C:18]([C:19](=[O:27])[NH:20][C:11]([N:9]3[CH:10]=[C:6]([C:4]([OH:3])=[O:5])[CH:7]=[N:8]3)=[N:12]2)=[CH:17][CH:16]=1. Reported procedure: The titled compound was prepared in a manner analogous to Example 184, steps C-E using 1-[7-iodo-3-(2-methoxy-ethoxymethyl)-4-oxo-3,4-dihydro-quinazolin-2-yl]-1H-pyrazole-4-carboxylic acid ethyl ester (Intermediate from Example 184, product from step B) and 2-chlorophenylboronic acid in step C. MS (ESI): mass calcd. for C18H11ClN4O3, 366.1; m/z found, 367.0 [M+H]+. 1H NMR (500 MHz, DMSO-d6): 13.02 (br s, 1H), 12.92 (br s, 1H), 8.97 (s, 1H), 8.28 (s, 1H), 8.22 (d, J=6.6 Hz, 1H), 7.71 (s, 1H), 7.6... Reactants: C(C)(C)(C)OC(=O)N1[C@H](C[C@H](C1)CCBr)C(=O)OC (cis methyl N-t-butoxycarbonyl-4-(2-bromoethyl)pyrrolidine-2-carboxylate), P(OCC)(OCC)OCC (triethyl phosphite). Product: C(C)(C)(C)OC(=O)N1[C@H](C[C@H](C1)CCP(=O)(OCC)OCC)C(=O)OC (cis methyl N-t-butoxycarbonyl-4-(2-di-ethylphosphonoethyl)pyrrolidine-2-carboxylate). As a reaction SMILES: [C:1]([O:5][C:6]([N:8]1[CH2:12][C@H:11]([CH2:13][CH2:14]Br)[CH2:10][C@@H:9]1[C:16]([O:18][CH3:19])=[O:17])=[O:7])([CH3:4])([CH3:3])[CH3:2].[P:20]([O:27]CC)([O:24][CH2:25][CH3:26])[O:21][CH2:22][CH3:23]>>[C:1]([O:5][C:6]([N:8]1[CH2:12][C@H:11]([CH2:13][CH2:14][P:20]([O:24][CH2:25][CH3:26])([O:21][CH2:22][CH3:23])=[O:27])[CH2:10][C@@H:9]1[C:16]([O:18][CH3:19])=[O:17])=[O:7])([CH3:4])([CH3:3])[CH3:2]. Reported procedure: A mixture of 0.60 g of cis methyl N-t-butoxycarbonyl-4-(2-bromoethyl)pyrrolidine-2-carboxylate and 3 ml triethyl phosphite is refluxed for 2 hours. The excess triethyl phosphite is distilled off under vacuum and the residue is flash chromatographed with methylene chloride/methanol (95:5) to afford cis methyl N-t-butoxycarbonyl-4-(2-di-ethylphosphonoethyl)pyrrolidine-2-carboxylate. Starting materials: C1(=CC=CC2=CC=CC=C12)PC1=CC=CC2=CC=CC=C12 (di(1-naphthyl)phosphine), FC(S(=O)(=O)OC1=C(C=CC=C1)Br)(F)F (2-(trifluoromethanesulfonyl)oxy-bromobenzene), C(C)(C)N(CC)C(C)C (diisopropylethylamine), C(C1=CC=CC=C1)=CC(=O)C=CC1=CC=CC=C1 (dibenzylideneacetone), C1(=CC=CC=C1)P(C1=CC=CC=C1)CCC (diphenylphosphinopropane), Cl (hydrochloric acid). Run in C1(=CC=CC=C1)C (toluene). Run at time 16 hour. The product is BrC1=C(C=CC=C1)P(C1=CC=CC2=CC=CC=C12)C1=CC=CC2=CC=CC=C12 ((2-bromophenyl)[di(1-naphthyl)]phosphine). Yield: 49.2%. RXN SMILES: [C:1]1([PH:11][C:12]2[C:21]3[C:16](=[CH:17][CH:18]=[CH:19][CH:20]=3)[CH:15]=[CH:14][CH:13]=2)[C:10]2[C:5](=[CH:6][CH:7]=[CH:8][CH:9]=2)[CH:4]=[CH:3][CH:2]=1.C(=CC(C=CC1C=CC=CC=1)=O)C1C=CC=CC=1.C1(P(CCC)C2C=CC=CC=2)C=CC=CC=1.FC(F)(F)S(O[C:62]1[CH:67]=[CH:66][CH:65]=[CH:64][C:63]=1[Br:68])(=O)=O.C(N(C(C)C)CC)(C)C.Cl>C1(C)C=CC=CC=1>[Br:68][C:63]1[CH:64]=[CH:65][CH:66]=[CH:67][C:62]=1[P:11]([C:12]1[C:21]2[C:16](=[CH:17][CH:18]=[CH:19][CH:20]=2)[CH:15]=[CH:14][CH:13]=1)[C:1]1[C:10]2[C:5](=[CH:6][CH:7]=[CH:8][CH:9]=2)[CH:4]=[CH:3][CH:2]=1. Reported procedure: Into a four-neck flask were weighed 16.89 g (59.0 mmol) of di(1-naphthyl)phosphine, 1.27 g (2.5 mmol) of Pd2(dba)3CHCl3 (dba represents dibenzylideneacetone), and 1.01 g (2.5 mmol) of diphenylphosphinopropane. The atmosphere of the reaction vessel fitted with a thermometer, a condenser tube, and a dropping funnel with a pressure-equalizing tube was completely replaced with nitrogen. Thereto were added 150 mL of toluene, 15.00 g (49.2 mmol) of 2-(trifluoromethanesulfonyl)oxy-bromobenzene (5), and... The reactants are C(C)C1C(C(N(C1)C1=CC(=CC=C1)C(F)(F)F)=O)C1=CC(=CC=C1)Br (4-ethyl-3-(3-bromophenyl)-1-(3-trifluoromethylphenyl)-2-pyrrolidinone), CN1C(N(CC1)C)=O (1,3-dimethyl-2-imidazolidinone), cuprous cyanide, resultant mixture. Product: C(C)C1C(C(N(C1)C1=CC(=CC=C1)C(F)(F)F)=O)C1=CC(=CC=C1)C#N (4-ethyl-3-(3-cyanophenyl)-1-(3-trifluoromethylphenyl)-2-pyrrolidinone). As a reaction SMILES: [CH2:1]([CH:3]1[CH2:7][N:6]([C:8]2[CH:13]=[CH:12][CH:11]=[C:10]([C:14]([F:17])([F:16])[F:15])[CH:9]=2)[C:5](=[O:18])[CH:4]1[C:19]1[CH:24]=[CH:23][CH:22]=[C:21](Br)[CH:20]=1)[CH3:2].[CH3:26][N:27]1CCN(C)C1=O>>[CH2:1]([CH:3]1[CH2:7][N:6]([C:8]2[CH:13]=[CH:12][CH:11]=[C:10]([C:14]([F:17])([F:16])[F:15])[CH:9]=2)[C:5](=[O:18])[CH:4]1[C:19]1[CH:24]=[CH:23][CH:22]=[C:21]([C:26]#[N:27])[CH:20]=1)[CH3:2]. Reported procedure: To 10 ml of 1,3-dimethyl-2-imidazolidinone, 0.7 g of 4-ethyl-3-(3-bromophenyl)-1-(3-trifluoromethylphenyl)-2-pyrrolidinone (Compound No. 25) and 1.2 g of cuprous cyanide were added. After the resultant mixture was stirred at 160° C. for 4 hours, the insoluble matter was filtered off from the reaction mixture and the filtrate was poured into water, followed by extraction with toluene. The extract was dried over anhydrous sodium sulfate, concentrated in an evaporator, and then purified by chromato... Reactants: CC(=O)O, COC(=O)Cc1ccc(C#N)cc1[N+](=O)[O-], [Fe]. Yields the product N#Cc1ccc2c(c1)NC(=O)C2. As a reaction SMILES: [C:17]([OH:18])(=[O:19])[CH3:20].[C:1](#[N:2])[c:3]1[cH:4][c:5]([N+:14]([O-:15])=[O:16])[c:6]([CH2:9][C:10](=[O:11])[O:12][CH3:13])[cH:7][cH:8]1.[Fe:21]>>[C:1](#[N:2])[c:3]1[cH:4][c:5]2[c:6]([cH:7][cH:8]1)[CH2:9][C:10](=[O:11])[NH:14]2. Reactants: ClC(Cl)Cl, O=C(Cl)CCl, Nc1ccc(-c2cc(-c3ccccc3)nc(-c3ccccc3)c2)cc1. The product is O=C(CCl)Nc1ccc(-c2cc(-c3ccccc3)nc(-c3ccccc3)c2)cc1. Reaction SMILES: [CH:31]([Cl:32])([Cl:33])[Cl:34].[Cl:26][CH2:27][C:28](=[O:29])[Cl:30].[NH2:1][c:2]1[cH:3][cH:4][c:5](-[c:8]2[cH:9][c:10](-[c:20]3[cH:21][cH:22][cH:23][cH:24][cH:25]3)[n:11][c:12](-[c:14]3[cH:15][cH:16][cH:17][cH:18][cH:19]3)[cH:13]2)[cH:6][cH:7]1>>[NH:1]([c:2]1[cH:3][cH:4][c:5](-[c:8]2[cH:9][c:10](-[c:20]3[cH:21][cH:22][cH:23][cH:24][cH:25]3)[n:11][c:12](-[c:14]3[cH:15][cH:16][cH:17][cH:18][cH:19]3)[cH:13]2)[cH:6][cH:7]1)[C:28]([CH2:27][Cl:26])=[O:29].